Dataset: the Open Reaction Database (ORD), a public repository of structured organic reaction records. Task: describe an organic reaction: reactants, conditions, products, and yield Run at temperature 85 celsius, time 1.5 hour. Reactants: C[Al](C)C (trimethyl aluminum), C1(=CC=CC=C1)C (toluene), [Cl-].[NH4+] (ammonium chloride), FC=1C=C(C#N)C=CC1F (3,4-difluorobenzonitrile). Yields the product FC=1C=C(C=CC1F)C(N)=N (3,4-difluorobenzenecarboximidamide). Reported procedure: 3.6 mL (7.2 mmol) of trimethyl aluminum (2.0 M toluene solution) was dropwise added to a 10 mL of toluene containing 384 mg (7.17 mmol) of ammonium chloride at room temperature. After stirring for 1.5 hours, 1 g (7.1 mmol) of 3,4-difluorobenzonitrile was added thereto and the resulting mixture was heated to 85° C. for 9 hours. After completion of a reaction, the reaction solution was poured into 100 mL of chloroform containing 200 g of silicagel and filtered off. The residue was washed with 200 ... As a reaction SMILES: C[Al](C)C.C1(C)C=CC=CC=1.[Cl-].[NH4+:13].[F:14][C:15]1[CH:16]=[C:17]([CH:20]=[CH:21][C:22]=1[F:23])[C:18]#[N:19]>C(Cl)(Cl)Cl>[F:14][C:15]1[CH:16]=[C:17]([C:18](=[NH:13])[NH2:19])[CH:20]=[CH:21][C:22]=1[F:23] |f:2.3|. Solvent: C(Cl)(Cl)Cl (chloroform). The yield is 33.0%. Starting materials: COc1cc2c(cc1OC)-c1[nH]nc(Nc3cccc(F)c3)c1C2, COC(=O)CCC(=O)Cl, CCN(C(C)C)C(C)C, CN(C)C=O. Yields the product COC(=O)CCC(=O)n1nc(Nc2cccc(F)c2)c2c1-c1cc(OC)c(OC)cc1C2. As a reaction SMILES: [CH3:1][O:2][c:3]1[cH:4][c:5]2[c:20]([cH:21][c:22]1[O:23][CH3:24])-[c:8]1[c:7]([c:11]([NH:12][c:13]3[cH:14][c:15]([F:19])[cH:16][cH:17][cH:18]3)[n:10][nH:9]1)[CH2:6]2.[CH3:25][O:26][C:27]([CH2:28][CH2:29][C:30](=[O:31])[Cl:32])=[O:33].[CH:34]([N:35]([CH:36]([CH3:37])[CH3:38])[CH2:39][CH3:40])([CH3:41])[CH3:42].[O:43]=[CH:44][N:45]([CH3:46])[CH3:47]>>[CH3:1][O:2][c:3]1[cH:4][c:5]2[c:20]([cH:21][c:22]1[O:23][CH3:24])-[c:8]1[c:7]([c:11]([NH:12][c:13]3[cH:14][c:15]([F:19])[cH:16][cH:17][cH:18]3)[n:10][n:9]1[C:30]([CH2:29][CH2:28][C:27]([O:26][CH3:25])=[O:33])=[O:31])[CH2:6]2.